Dataset: the Open Reaction Database (ORD), a public repository of structured organic reaction records. Task: describe an organic reaction: reactants, conditions, products, and yield Run in C1=CC=CC=C1 (benzene), C1=CC=CC=C1 (benzene). Procedure: 1-Methylpiperazine (8.0 g) was added to a solution of 7-trifluoromethyl-8-chlorodibenzo(b,f)thiepine-10(11H)-one (the preparation of which is described in the preceding Example) (5.17 g) in benzene (40 ml). Then, titanium tetrachloride (1.63 g) in benzene (10 ml) was added dropwise, the mixture refluxed for 24 hours while stirring, cooled and decomposed with water (60 ml). The separated solid was filtered and washed with benzene and water. The benzene layer of the filtrate was separated, washed ... Isolated yield 88.0%. Reagents/catalysts: [Ti](Cl)(Cl)(Cl)Cl (titanium tetrachloride). Reaction SMILES: [CH3:1][N:2]1[CH2:7][CH2:6][NH:5][CH2:4][CH2:3]1.[F:8][C:9]([F:28])([F:27])[C:10]1[C:25]([Cl:26])=[CH:24][C:13]2[C:14](=O)[CH2:15][C:16]3[CH:22]=[CH:21][CH:20]=[CH:19][C:17]=3[S:18][C:12]=2[CH:11]=1.O>C1C=CC=CC=1.[Ti](Cl)(Cl)(Cl)Cl>[F:8][C:9]([F:28])([F:27])[C:10]1[C:25]([Cl:26])=[CH:24][C:13]2[C:14]([N:5]3[CH2:6][CH2:7][N:2]([CH3:1])[CH2:3][CH2:4]3)=[CH:15][C:16]3[CH:22]=[CH:21][CH:20]=[CH:19][C:17]=3[S:18][C:12]=2[CH:11]=1. Yields the product FC(C1=CC2=C(C(=CC3=C(S2)C=CC=C3)N3CCN(CC3)C)C=C1Cl)(F)F (7-Trifluoromethyl-8-chloro-10-(4-methylpiperazino)dibenzo(b,f)thiepine). Starting materials: CN1CCNCC1 (1-Methylpiperazine), FC(C1=CC2=C(C(CC3=C(S2)C=CC=C3)=O)C=C1Cl)(F)F (7-trifluoromethyl-8-chlorodibenzo(b,f)thiepine-10(11H)-one), O (water). Starting materials: C=CCBr, C=CCOCC=C, COc1cc(Cl)ccc1O, [H-], [Na+], Cc1cc(C)cc(C)c1. RXN SMILES: [CH2:13]([CH:14]=[CH2:15])[Br:16].[CH2:17]([O:18][CH2:19][CH:20]=[CH2:21])[CH:22]=[CH2:23].[Cl:1][c:2]1[cH:3][c:4]([O:9][CH3:10])[c:5]([OH:8])[cH:6][cH:7]1.[H-:11].[Na+:12].[c:24]1([CH3:25])[cH:26][c:27]([CH3:28])[cH:29][c:30]([CH3:31])[cH:32]1>>[Cl:1][c:2]1[cH:3][c:4]([O:9][CH3:10])[c:5]([OH:8])[c:6]([CH2:15][CH:14]=[CH2:13])[cH:7]1. Product: C=CCc1cc(Cl)cc(OC)c1O. The reactants are C(C)(C)(C)N1S(C(=C(C1=O)Cl)C1=CC=CC=C1)(=O)=O (2-tert-butyl-4-chloro-5-phenylisothiazol-3(2H)-one 1,1-dioxide), C(C)(C)OC1=CC=C(N)C=C1 (4-isopropoxyaniline). The solvent is CC#N (MeCN). Product: C(C)(C)(C)N1S(C(=C(C1=O)NC1=CC=C(C=C1)OC(C)C)C1=CC=CC=C1)(=O)=O (2-tert-Butyl-4-[(4-isopropoxyphenyl)amino]-5-phenylisothiazol-3(2H)-one 1,1-dioxide). Isolated yield 48.2%. RXN SMILES: [C:1]([N:5]1[C:9](=[O:10])[C:8](Cl)=[C:7]([C:12]2[CH:17]=[CH:16][CH:15]=[CH:14][CH:13]=2)[S:6]1(=[O:19])=[O:18])([CH3:4])([CH3:3])[CH3:2].[CH:20]([O:23][C:24]1[CH:30]=[CH:29][C:27]([NH2:28])=[CH:26][CH:25]=1)([CH3:22])[CH3:21]>CC#N>[C:1]([N:5]1[C:9](=[O:10])[C:8]([NH:28][C:27]2[CH:26]=[CH:25][C:24]([O:23][CH:20]([CH3:22])[CH3:21])=[CH:30][CH:29]=2)=[C:7]([C:12]2[CH:17]=[CH:16][CH:15]=[CH:14][CH:13]=2)[S:6]1(=[O:19])=[O:18])([CH3:4])([CH3:3])[CH3:2]. Procedure: A solution of 2-tert-butyl-4-chloro-5-phenylisothiazol-3(2H)-one 1,1-dioxide (0.150 g, 0.50 mmol) and 4-isopropoxyaniline (0.151 g, 1.00 mmol) in MeCN (2 mL) was heated at 120° C. for 35 mins in a microwave reactor. The mixture was evaporated and the residue was purified by silica gel column chromatography using a 5:1 mixture of petroleum ether and EtOAc as eluant, to give the title compound (0.100 g, 48%) as a solid; 1H NMR (500 MHz, CDCl3): δ 7.20-7.14 (m, 1H), 7.12-7.08 (m, 4H), 7.04 (s, 1H),...